This data is from the Open Reaction Database (ORD), a public repository of structured organic reaction records. The task is: describe an organic reaction: reactants, conditions, products, and yield Yields the product CC(C(=O)N1CCOCCOCCOCCOCCOCCOCC1)(CC)C (1-(2,2-Dimethylbutyroyl)-1-aza-4,7,10,13,16,19-hexaoxacycloheneicosane). The reactants are N1CCOCCOCCOCCOCCOCCOCC1 (1-aza-4,7,10,13,16,19-hexaoxacycloheneicosane), CC(C(=O)Cl)(CC)C (2,2-dimethylbutyryl chloride). Reaction SMILES: [NH:1]1[CH2:21][CH2:20][O:19][CH2:18][CH2:17][O:16][CH2:15][CH2:14][O:13][CH2:12][CH2:11][O:10][CH2:9][CH2:8][O:7][CH2:6][CH2:5][O:4][CH2:3][CH2:2]1.[CH3:22][C:23]([CH3:29])([CH2:27][CH3:28])[C:24](Cl)=[O:25]>>[CH3:22][C:23]([CH3:29])([CH2:27][CH3:28])[C:24]([N:1]1[CH2:21][CH2:20][O:19][CH2:18][CH2:17][O:16][CH2:15][CH2:14][O:13][CH2:12][CH2:11][O:10][CH2:9][CH2:8][O:7][CH2:6][CH2:5][O:4][CH2:3][CH2:2]1)=[O:25]. Reported procedure: Analogously to Example 14 from 1-aza-4,7,10,13,16,19-hexaoxacycloheneicosane and 2,2-dimethylbutyryl chloride. Starting materials: CCOC(C)=O, O=[N+]([O-])c1ccc(OC(F)(F)F)c(CO)c1. The product is Nc1ccc(OC(F)(F)F)c(CO)c1. RXN SMILES: [CH3:17][CH2:18][O:19][C:20]([CH3:21])=[O:22].[N+:1]([O-:2])(=[O:3])[c:4]1[cH:5][cH:6][c:7]([O:12][C:13]([F:14])([F:15])[F:16])[c:8]([CH2:10][OH:11])[cH:9]1>>[NH2:1][c:4]1[cH:5][cH:6][c:7]([O:12][C:13]([F:14])([F:15])[F:16])[c:8]([CH2:10][OH:11])[cH:9]1. Starting materials: O=C([O-])[O-], NC1CCC2(CCc3ccccc3C2)CC1, CN(C)C=O, O=C(CCCCl)c1ccc(F)cc1, Cl, [I-], [K+], [K+], [K+]. The product is O=C(CCCNC1CCC2(CCc3ccccc3C2)CC1)c1ccc(F)cc1, Cl. RXN SMILES: [C:20](=[O:21])([O-:22])[O-:23].[CH2:2]1[c:3]2[cH:4][cH:5][cH:6][cH:7][c:8]2[CH2:9][CH2:10][C:11]12[CH2:12][CH2:13][CH:14]([NH2:17])[CH2:15][CH2:16]2.[CH3:39][N:40]([CH3:41])[CH:42]=[O:43].[Cl:26][CH2:27][CH2:28][CH2:29][C:30](=[O:31])[c:32]1[cH:33][cH:34][c:35]([F:38])[cH:36][cH:37]1.[ClH:1].[I-:19].[K+:18].[K+:24].[K+:25]>>[CH2:2]1[c:3]2[cH:4][cH:5][cH:6][cH:7][c:8]2[CH2:9][CH2:10][C:11]12[CH2:12][CH2:13][CH:14]([NH:17][CH2:27][CH2:28][CH2:29][C:30](=[O:31])[c:32]1[cH:33][cH:34][c:35]([F:38])[cH:36][cH:37]1)[CH2:15][CH2:16]2.[ClH:26]. Starting materials: CN(C([C@H](N)CO)=O)C (N,N-dimethyl-D-serinamide), S=C1NC(SC1)=O (4-thioxo-1,3-thiazolidin-2-one). Run in C(C)O (ethanol). Yields the product O=C1SCC(=N1)N[C@H](CO)C(=O)N(C)C (N2-(2-oxo-2,5-dihydro-1,3-thiazol-4-yl)-N,N-dimethyl-D-serinamide). Yield: 70.8%. RXN SMILES: [CH3:1][N:2]([CH3:9])[C:3](=[O:8])[C@@H:4]([CH2:6][OH:7])[NH2:5].S=[C:11]1[CH2:15][S:14][C:13](=[O:16])[NH:12]1>C(O)C>[O:16]=[C:13]1[N:12]=[C:11]([NH:5][C@@H:4]([C:3]([N:2]([CH3:9])[CH3:1])=[O:8])[CH2:6][OH:7])[CH2:15][S:14]1. Reported procedure: To a solution of N,N-dimethyl-D-serinamide (645 mg) in ethanol (20 mL) was added 4-thioxo-1,3-thiazolidin-2-one (650 mg), and the mixture was heated under reflux overnight. The reaction mixture was concentrated under reduced pressure, the residue was purified by silica gel column chromatography (NH, methanol/ethyl acetate), and the obtained powder was washed with ethyl acetate to give the title compound (799 mg). Reactants: COC(=O)C=1SC=CC1N1N=C(C2=C(C[C@H]1C)C=C1C(=C2)OCO1)C1=CC=C(C=C1)[N+](=O)[O-] ((R)-7-(2-methoxycarbonylthien-3-yl)-8,9-dihydro-8-methyl-5-(4-nitrophenyl)-7H-1,3-dioxolo[4,5h][2,3]benzodiazepine), C(=O)[O-].[K+] (potassium formate). Reagents/catalysts: [Pd] (Pd/C). Solvent: C(C)O (ethanol), CC(=O)C (acetone), O (H2O). Conditions: time 50 minute. Yields the product COC(=O)C=1SC=CC1N1N=C(C2=C(C[C@H]1C)C=C1C(=C2)OCO1)C1=CC=C(C=C1)N ((R)-7-(2-methoxycarbonylthien-3-yl)-8,9-dihydro-8-methyl-5-(4-aminophenyl)-7H-1,3-dioxolo[4,5-h][2,3]benzodiazepine). Yield: 91.6%. As a reaction SMILES: [CH3:1][O:2][C:3]([C:5]1[S:6][CH:7]=[CH:8][C:9]=1[N:10]1[C@H:16]([CH3:17])[CH2:15][C:14]2[CH:18]=[C:19]3[O:24][CH2:23][O:22][C:20]3=[CH:21][C:13]=2[C:12]([C:25]2[CH:30]=[CH:29][C:28]([N+:31]([O-])=O)=[CH:27][CH:26]=2)=[N:11]1)=[O:4].C([O-])=O.[K+]>C(O)C.CC(C)=O.O.[Pd]>[CH3:1][O:2][C:3]([C:5]1[S:6][CH:7]=[CH:8][C:9]=1[N:10]1[C@H:16]([CH3:17])[CH2:15][C:14]2[CH:18]=[C:19]3[O:24][CH2:23][O:22][C:20]3=[CH:21][C:13]=2[C:12]([C:25]2[CH:26]=[CH:27][C:28]([NH2:31])=[CH:29][CH:30]=2)=[N:11]1)=[O:4] |f:1.2|. Procedure details: To a solution of the product of Example 24 (794 mg, 1.71 mmol) in 16 mL of absolute ethanol and 3 mL of acetone under N2 was added 10% Pd/C (400 mg) followed by a solution of potassium formate (513 mg, 6.10 mmol) in 1 mL of H2O. After 50 min, the mixture was filtered through a pad of celite and concentrated by rotary evaporation. The residue was partitioned between ethyl acetate and water and the organic layer was washed with brine and dried over Na2SO4. The solvent was removed by rotary evapora... Reactants: CCCCCC.C(C)(=O)OCC (hexane ethyl acetate), CCCBr (n-Propyl bromide), IC=1C(=C(C=C(C=O)C1)OC)O (5-iodovanillin), C([O-])([O-])=O.[K+].[K+] (potassium carbonate). Run in CN(C)C=O (DMF). Yields the product IC=1C(=C(C=C(C=O)C1)OC)OCCC (5-iodo-3-methoxy-4-propoxybenzaldehvde). RXN SMILES: [CH3:1][CH2:2][CH2:3]Br.[I:5][C:6]1[C:7]([OH:16])=[C:8]([O:14][CH3:15])[CH:9]=[C:10]([CH:13]=1)[CH:11]=[O:12].C(=O)([O-])[O-].[K+].[K+].CCCCCC.C(OCC)(=O)C>CN(C=O)C>[I:5][C:6]1[C:7]([O:16][CH2:1][CH2:2][CH3:3])=[C:8]([O:14][CH3:15])[CH:9]=[C:10]([CH:13]=1)[CH:11]=[O:12] |f:2.3.4,5.6|. Procedure: n-Propyl bromide (29.2 mL, 0.32 mol) was added to a solution of 5-iodovanillin (50.0 g, 0.18 mol) in DMF (200 mL) containing potassium carbonate (48 g, 0.35 mol) at 80° C. The mixture was stirred at 80° C. for 1-1.5 hours or until TLC (SiO2, 4:1 [v/v] hexane-ethyl acetate) showed the reaction to be complete. The mixture was cooled and the solvent was decanted into ice-water (1 L). The product was extracted with ether and the ethereal layer was washed with water, dried over sodium sulfate, and ev...